From a dataset of the Open Reaction Database (ORD), a public repository of structured organic reaction records. describe an organic reaction: reactants, conditions, products, and yield Reactants: OC1=C(C(=O)C=2C=C(C#N)C=CC2)C=CC(=C1)OC (3-(2-hydroxy-4-methoxybenzoyl)benzonitrile), Cl (hydrochloric acid), C(C)(=O)O (acetic acid). Product: OC1=C(C(=O)C=2C=C(C(=O)O)C=CC2)C=CC(=C1)OC (3-(2-hydroxy-4-methoxybenzoyl)benzoic acid). Reaction SMILES: [OH:1][C:2]1[CH:17]=[C:16]([O:18][CH3:19])[CH:15]=[CH:14][C:3]=1[C:4]([C:6]1[CH:7]=C([CH:11]=[CH:12][CH:13]=1)C#N)=[O:5].Cl.[C:21]([OH:24])(=[O:23])[CH3:22]>>[OH:1][C:2]1[CH:17]=[C:16]([O:18][CH3:19])[CH:15]=[CH:14][C:3]=1[C:4]([C:6]1[CH:7]=[C:22]([CH:11]=[CH:12][CH:13]=1)[C:21]([OH:24])=[O:23])=[O:5]. Reported procedure: A solution of, 3-(2-hydroxy-4-methoxybenzoyl)benzonitrile (from the synthesis of Example 26; 2.75 g) in a mixture of concentrated hydrochloric acid (30 g) and acetic acid (30 g) is heated under reflux for 4 hours. The precipitate which forms is collected by filtration and recrystallized from ethanol to yield 3-(2-hydroxy-4-methoxybenzoyl)benzoic acid (1.5 g), m.p. 229°-236° C.